This data is from the Open Reaction Database (ORD), a public repository of structured organic reaction records. The task is: describe an organic reaction: reactants, conditions, products, and yield Reactants: C1(=CC=CC=C1)O (phenol), C(Cl)(Cl)Cl (chloroform), [OH-].[Na+] (sodium hydroxide), C(C)O (ethyl alcohol), aldehyde, C(Cl)(Cl)Cl (chloroform), C(C)O (ethyl alcohol). Product: C(C=1C(O)=CC=CC1)=O (salicylaldehyde), OC1=CC=C(C=O)C=C1 (p-hydroxybenzaldehyde). As a reaction SMILES: C(Cl)(Cl)Cl.[C:5]1([OH:11])[CH:10]=[CH:9][CH:8]=[CH:7][CH:6]=1.[OH-].[Na+].[CH2:14]([OH:16])C>>[CH:14](=[O:16])[C:6]1[C:5](=[CH:10][CH:9]=[CH:8][CH:7]=1)[OH:11].[OH:11][C:5]1[CH:10]=[CH:9][C:8]([CH:14]=[O:16])=[CH:7][CH:6]=1 |f:2.3|. Reported procedure: Sen et al J. Indian Chem. Soc. 9 173 (1932) state that the use of chloroform in an ethyl alcohol solution in the Reimer-Tiemann reaction increases the yield of aldehyde. However, the only example describing the reaction of phenol with chloroform and sodium hydroxide in aqueous ethyl alcohol shows a combined yield for salicylaldehyde and p-hydroxybenzaldehyde of only 33%, based on the phenol reacted. The proportion of salicylaldehyde to p-hydroxybenzaldehyde in the product is about five to one, t... The reactants are NC=1C=C(C=CC1)C=1NC(=NN1)C=1C(=NC=C(N1)C=1C=NC=CC1)N (3-(5-(3-aminophenyl)-4H-1,2,4-triazol-3-yl)-5-(pyridin-3-yl)pyrazin-2-amine), I-143 3-(5-(3-(aminomethyl)phenyl)-4H-1,2,4-triazol-3-yl)-5-(pyridin-3-yl)pyrazin-2-amine, N1=CC(=CC=C1)C=1N=C(C(=NC1)N)C1=NN=C(N1)C=1C=C(C=CC1)C (5-(pyridin-3-yl)-3-(5-m-tolyl-4H-1,2,4-triazol-3-yl)pyrazin-2-amine), N1=CC(=CC=C1)C=1N=C(C(=NC1)N)C1=NN=C(N1)C=1SC=CC1 (5-(pyridin-3-yl)-3-(5-(thiophen-2-yl)-4H-1,2,4-triazol-3-yl)pyrazin-2-amine). Yields the product NCC1=CC=C(C=C1)C=1NC(=NN1)C=1C(=NC=C(N1)C=1C=NC=CC1)N (3-(5-(4-(aminomethyl)phenyl)-4H-1,2,4-triazol-3-yl)-5-(pyridin-3-yl)pyrazin-2-amine). As a reaction SMILES: N[C:2]1[CH:3]=[C:4]([C:8]2[NH:9][C:10]([C:13]3[C:14]([NH2:25])=[N:15][CH:16]=[C:17]([C:19]4[CH:20]=[N:21][CH:22]=[CH:23][CH:24]=4)[N:18]=3)=[N:11][N:12]=2)[CH:5]=[CH:6][CH:7]=1.[N:26]1C=CC=C(C2N=C(C3NC(C4C=C(C)C=CC=4)=NN=3)C(N)=NC=2)[CH:27]=1.N1C=CC=C(C2N=C(C3NC(C4SC=CC=4)=NN=3)C(N)=NC=2)C=1>>[NH2:26][CH2:27][C:7]1[CH:6]=[CH:5][C:4]([C:8]2[NH:9][C:10]([C:13]3[C:14]([NH2:25])=[N:15][CH:16]=[C:17]([C:19]4[CH:20]=[N:21][CH:22]=[CH:23][CH:24]=4)[N:18]=3)=[N:11][N:12]=2)=[CH:3][CH:2]=1. Reported procedure: Compound I-140 3-(5-(3-aminophenyl)-4H-1,2,4-triazol-3-yl)-5-(pyridin-3-yl)pyrazin-2-amine; 1H NMR (400.0 MHz, DMSO) d 6.98-7.03 (m, 1H), 7.39 (t, J=7.8 Hz, 1H), 7.74 (s, 2H), 7.82 (dd, J=5.2, 8.1 Hz, 1H), 8.06 (s, 2H), 8.74 (dd, J=1.3, 5.2 Hz, 1H), 8.96 (d, J=7.9 Hz, 1H), 9.02 (s, 1H), 9.60 (s, 1H) and 15.03 (br s, 1H) ppm; MS (ES+) 331 Compound I-141 5-(pyridin-3-yl)-3-(5-m-tolyl-4H-1,2,4-triazol-3-yl)pyrazin-2-amine; MS (ES+) 330 Compound I-142 5-(pyridin-3-yl)-3-(5-(thiophen-2-yl)-4H-1,2,4-t... Reactants: Cc1cc(S(C)=O)n2c(C(N)=O)cc(-c3c(C)cc(Br)cc3C)c2n1, CCCNCCC, CCO, [Na+], O=C([O-])O. The product is CCCN(CCC)c1cc(C)nc2c(-c3c(C)cc(Br)cc3C)cc(C(N)=O)n12. RXN SMILES: [Br:1][c:2]1[cH:3][c:4]([CH3:25])[c:5](-[c:9]2[cH:10][c:11]([C:22](=[O:23])[NH2:24])[n:12]3[c:13]2[n:14][c:15]([CH3:21])[cH:16][c:17]3[S:18]([CH3:19])=[O:20])[c:6]([CH3:8])[cH:7]1.[CH2:26]([CH2:27][CH3:28])[NH:29][CH2:30][CH2:31][CH3:32].[CH3:38][CH2:39][OH:40].[Na+:33].[OH:34][C:35](=[O:36])[O-:37]>>[Br:1][c:2]1[cH:3][c:4]([CH3:25])[c:5](-[c:9]2[cH:10][c:11]([C:22](=[O:23])[NH2:24])[n:12]3[c:13]2[n:14][c:15]([CH3:21])[cH:16][c:17]3[N:29]([CH2:26][CH2:27][CH3:28])[CH2:30][CH2:31][CH3:32])[c:6]([CH3:8])[cH:7]1. The reactants are C(C1=CC=CC=C1)OC(N(C)CCO[Si](C1=CC=CC=C1)(C1=CC=CC=C1)C(C)(C)C)=O (N-[2-(t-butyldiphenylsilyloxy)-ethyl]-N-methyl-carbamic acid benzyl ester). The reagents and catalysts are [Pd] (palladium on charcoal). Run in CO (methanol). Yields the product [Si](C1=CC=CC=C1)(C1=CC=CC=C1)(C(C)(C)C)OCCNC ([2-(t-butyldiphenylsilyloxy)ethyl]methylamine). Yield: 67.1%. As a reaction SMILES: C(O[C:9](=O)[N:10]([CH2:12][CH2:13][O:14][Si:15]([C:28]([CH3:31])([CH3:30])[CH3:29])([C:22]1[CH:27]=[CH:26][CH:25]=[CH:24][CH:23]=1)[C:16]1[CH:21]=[CH:20][CH:19]=[CH:18][CH:17]=1)C)C1C=CC=CC=1>CO.[Pd]>[Si:15]([O:14][CH2:13][CH2:12][NH:10][CH3:9])([C:28]([CH3:30])([CH3:31])[CH3:29])([C:22]1[CH:23]=[CH:24][CH:25]=[CH:26][CH:27]=1)[C:16]1[CH:17]=[CH:18][CH:19]=[CH:20][CH:21]=1. Procedure details: A solution of N-[2-(t-butyldiphenylsilyloxy)-ethyl]-N-methyl-carbamic acid benzyl ester (5.7 g, 12.7 mmol) (obtained as described in Reference Example 40(1)) in methanol (285 ml) was subjected to catalytic hydrogenation in the presence of 10% palladium on charcoal (5.7 g) at room temperature. After checking the completion of the reaction, the reaction mixture was filtered in order to remove the catalyst and the filtrate concentrated under reduced pressure. The residue was purified by chromatogra... The reactants are CO, CC(=Cc1cc(F)c(Oc2ccccc2)c(F)c1)CN1C(=O)c2ccccc2C1=O, NN, O. Yields the product CC(=Cc1cc(F)c(Oc2ccccc2)c(F)c1)CN. As a reaction SMILES: [CH3:34][OH:35].[F:1][c:2]1[cH:3][c:4]([CH:16]=[C:17]([CH2:18][N:19]2[C:20](=[O:21])[c:22]3[c:23]([cH:24][cH:25][cH:26][cH:27]3)[C:28]2=[O:29])[CH3:30])[cH:5][c:6]([F:15])[c:7]1[O:8][c:9]1[cH:10][cH:11][cH:12][cH:13][cH:14]1.[NH2:32][NH2:33].[OH2:31]>>[F:1][c:2]1[cH:3][c:4]([CH:16]=[C:17]([CH2:18][NH2:19])[CH3:30])[cH:5][c:6]([F:15])[c:7]1[O:8][c:9]1[cH:10][cH:11][cH:12][cH:13][cH:14]1. The reactants are FC(C(=O)O)(F)F.S1C(=NC=C1)N1CCC(CC1)N (1-(thiazol-2-yl)piperidin-4-amine trifluoroacetate), C1(=CC=CC=C1)C#CC(=O)O (3-phenylpropiolic acid), CCN(C(C)C)C(C)C (DIPEA). Run in ClCCCl (DCE). Product: C1(=CC=CC=C1)C#CC(=O)NC1CCN(CC1)C=1SC=CN1 (3-phenyl-N-(1-(thiazol-2-yl)piperidin-4-yl)propiolamide). Isolated yield 51.2%. As a reaction SMILES: FC(F)(F)C(O)=O.[S:8]1[CH:12]=[CH:11][N:10]=[C:9]1[N:13]1[CH2:18][CH2:17][CH:16]([NH2:19])[CH2:15][CH2:14]1.[C:20]1([C:26]#[C:27][C:28](O)=[O:29])[CH:25]=[CH:24][CH:23]=[CH:22][CH:21]=1.CCN(C(C)C)C(C)C>ClCCCl>[C:20]1([C:26]#[C:27][C:28]([NH:19][CH:16]2[CH2:17][CH2:18][N:13]([C:9]3[S:8][CH:12]=[CH:11][N:10]=3)[CH2:14][CH2:15]2)=[O:29])[CH:25]=[CH:24][CH:23]=[CH:22][CH:21]=1 |f:0.1|. Procedure details: A solution of 500 mg (1.68 mmol) 1-(thiazol-2-yl)piperidin-4-amine trifluoroacetate, 332 mg (2.02 mmol) 3-phenylpropiolic acid and 1.17 ml DIPEA in DCE (20 ml) was stirred for 5 h at RT. Subsequently, the reaction solution was washed with water and a sat. aqueous Na2CO3 soln and dried over MgSO4. After filtering and concentration in vacuo, column chromatography (SiO2, chloroform) was performed on the residue, yielding 267 mg (0.86 mmol, 51%) 3-phenyl-N-(1-(thiazol-2-yl)piperidin-4-yl)propiolamid... Starting materials: intermediate 19, FC=1C=C(C=CC1)O (3-fluoro-phenol), COC(C(CC1CCCC1)Br)=O (2-bromo-3-cyclopentyl-propionic acid methyl ester), ClC=1C(N(N=CC1Cl)C1OCCCC1)=O (4,5-dichloro-2-(tetrahydropyran-2-yl)-2H-pyridazin-3-one), ClC=1C(N(N=CC1Cl)C1OCCCC1)=O (4,5-dichloro-2-(tetrahydropyran-2-yl)-2H-pyridazin-3-one), COC(C(CC1CCCC1)Br)=O (2-bromo-3-cyclopentyl-propionic acid methyl ester). The product is C1(CCCC1)CC(C(=O)O)N1N=CC(=CC1=O)OC1=CC(=CC=C1)F (3-cyclopentyl-2-[4-(3-fluoro-phenoxy)-6-oxo-6H-pyridazin-1-yl]-propionic acid). Isolated yield 71.0%. Reaction SMILES: Cl[C:2]1[C:3](=[O:15])[N:4](C2CCCCO2)[N:5]=[CH:6][C:7]=1Cl.[F:16][C:17]1[CH:18]=[C:19]([OH:23])[CH:20]=[CH:21][CH:22]=1.C[O:25][C:26](=[O:35])[CH:27](Br)[CH2:28][CH:29]1[CH2:33][CH2:32][CH2:31][CH2:30]1>>[CH:29]1([CH2:28][CH:27]([N:4]2[C:3](=[O:15])[CH:2]=[C:7]([O:23][C:19]3[CH:20]=[CH:21][CH:22]=[C:17]([F:16])[CH:18]=3)[CH:6]=[N:5]2)[C:26]([OH:25])=[O:35])[CH2:33][CH2:32][CH2:31][CH2:30]1. Procedure: In an analogous manner to the stepwise sequence outlined in intermediate 19, starting from 4,5-dichloro-2-(tetrahydropyran-2-yl)-2H-pyridazin-3-one (Intermediate 20) and 3-fluoro-phenol and alkylating with 2-bromo-3-cyclopentyl-propionic acid methyl ester (Intermediate 10) afforded 3-cyclopentyl-2-[4-(3-fluoro-phenoxy)-6-oxo-6H-pyridazin-1-yl]-propionic acid (10.5 g, 71%); ESI-MS 347 [M+H+] HPLC: >96% (purity). 1H-NMR (300 MHz, CDCl3) δ 7.86 (s, 1H), 7.40-7.48 (m, 1H), 7.02-7.07 (t, 1H), 6.87-6.... Reactants: COc1cc(C(C)=O)ccc1OCCCCl, Cl, Fc1ccc2c(C3CCNCC3)noc2c1, [K+], [K+], O=C([O-])[O-], O. Product: COc1cc(C(C)=O)ccc1OCCCN1CCC(c2noc3cc(F)ccc23)CC1. As a reaction SMILES: [Cl:24][CH2:25][CH2:26][CH2:27][O:28][c:29]1[c:30]([O:38][CH3:39])[cH:31][c:32]([C:35]([CH3:36])=[O:37])[cH:33][cH:34]1.[ClH:1].[F:2][c:3]1[cH:4][c:5]2[c:6]([c:7]([CH:10]3[CH2:11][CH2:12][NH:13][CH2:14][CH2:15]3)[n:8][o:9]2)[cH:16][cH:17]1.[K+:18].[K+:19].[O-:20][C:21]([O-:22])=[O:23].[OH2:40]>>[F:2][c:3]1[cH:4][c:5]2[c:6]([c:7]([CH:10]3[CH2:11][CH2:12][N:13]([CH2:25][CH2:26][CH2:27][O:28][c:29]4[c:30]([O:38][CH3:39])[cH:31][c:32]([C:35]([CH3:36])=[O:37])[cH:33][cH:34]4)[CH2:14][CH2:15]3)[n:8][o:9]2)[cH:16][cH:17]1. The reactants are [Al+3], CN1CCC(c2ccc(C(N)=O)cc2)CC1, [H-], [H-], [H-], [H-], [Li+], C1CCOC1. Product: CN1CCC(c2ccc(CN)cc2)CC1. RXN SMILES: [Al+3:18].[CH3:1][N:2]1[CH2:3][CH2:4][CH:5]([c:8]2[cH:9][cH:10][c:11]([C:12](=[O:13])[NH2:14])[cH:15][cH:16]2)[CH2:6][CH2:7]1.[H-:17].[H-:20].[H-:21].[H-:22].[Li+:19].[O:23]1[CH2:24][CH2:25][CH2:26][CH2:27]1>>[CH3:1][N:2]1[CH2:3][CH2:4][CH:5]([c:8]2[cH:9][cH:10][c:11]([CH2:12][NH2:14])[cH:15][cH:16]2)[CH2:6][CH2:7]1.